From a dataset of the Open Reaction Database (ORD), a public repository of structured organic reaction records. describe an organic reaction: reactants, conditions, products, and yield Starting materials: CCN(CCCOc1ccc(Nc2nc(N)c(C(=O)c3ccc(OC)c(F)c3)s2)cc1)C(=O)OC(C)(C)C, ClCCl, O=C(O)C(F)(F)F. Product: CCNCCCOc1ccc(Nc2nc(N)c(C(=O)c3ccc(OC)c(F)c3)s2)cc1. RXN SMILES: [C:1]([O:2][C:3](=[O:4])[N:7]([CH2:8][CH3:9])[CH2:10][CH2:11][CH2:12][O:13][c:14]1[cH:15][cH:16][c:17]([NH:20][c:21]2[s:22][c:23]([C:27]([c:28]3[cH:29][c:30]([F:36])[c:31]([O:34][CH3:35])[cH:32][cH:33]3)=[O:37])[c:24]([NH2:26])[n:25]2)[cH:18][cH:19]1)([CH3:5])([CH3:6])[CH3:38].[Cl:46][CH2:47][Cl:48].[OH:39][C:40]([C:41]([F:42])([F:43])[F:44])=[O:45]>>[NH:7]([CH2:8][CH3:9])[CH2:10][CH2:11][CH2:12][O:13][c:14]1[cH:15][cH:16][c:17]([NH:20][c:21]2[s:22][c:23]([C:27]([c:28]3[cH:29][c:30]([F:36])[c:31]([O:34][CH3:35])[cH:32][cH:33]3)=[O:37])[c:24]([NH2:26])[n:25]2)[cH:18][cH:19]1. Reactants: CC(=O)OC(C)=O, CCOc1cc2c(cc1OCC)C(=C(C#N)SCC(O)CN1CCOCC1)NCC2, CC(C)O, c1ccccc1. The product is CCOc1cc2c(cc1OCC)C(=C(C#N)SCC(CN1CCOCC1)OC(C)=O)NCC2. Reaction SMILES: [C:7]([CH3:8])(=[O:9])[O:10][C:11](=[O:12])[CH3:13].[CH2:14]([CH3:15])[O:16][c:17]1[cH:18][c:19]2[c:24]([cH:25][c:26]1[O:27][CH2:28][CH3:29])[C:23](=[C:30]([C:31]#[N:32])[S:33][CH2:34][CH:35]([CH2:36][N:37]1[CH2:38][CH2:39][O:40][CH2:41][CH2:42]1)[OH:43])[NH:22][CH2:21][CH2:20]2.[CH:44]([OH:45])([CH3:46])[CH3:47].[cH:1]1[cH:2][cH:3][cH:4][cH:5][cH:6]1>>[C:7]([CH3:8])(=[O:9])[O:43][CH:35]([CH2:34][S:33][C:30](=[C:23]1[NH:22][CH2:21][CH2:20][c:19]2[cH:18][c:17]([O:16][CH2:14][CH3:15])[c:26]([O:27][CH2:28][CH3:29])[cH:25][c:24]21)[C:31]#[N:32])[CH2:36][N:37]1[CH2:38][CH2:39][O:40][CH2:41][CH2:42]1.